This data is from the Open Reaction Database (ORD), a public repository of structured organic reaction records. The task is: describe an organic reaction: reactants, conditions, products, and yield Reaction SMILES: [Br:1][c:2]1[cH:3][n:4][c:5]2[c:6]([Br:15])[cH:7][c:8]([N+:12]([O-:13])=[O:14])[cH:9][c:10]2[cH:11]1.[CH3:18][CH2:19][O:20][C:21](=[O:22])[CH3:23].[ClH:24].[Fe:25].[Na+:17].[OH-:16]>>[Br:1][c:2]1[cH:3][n:4][c:5]2[c:6]([Br:15])[cH:7][c:8]([NH2:12])[cH:9][c:10]2[cH:11]1. The product is Nc1cc(Br)c2ncc(Br)cc2c1. Reactants: O=[N+]([O-])c1cc(Br)c2ncc(Br)cc2c1, CCOC(C)=O, Cl, [Fe], [Na+], [OH-]. Reactants: ClCC=1N=C(OC1)C=CC1=CC=C(C=C1)S(=O)C(F)(F)F (4-chloromethyl-2-[2-(4-trifluoromethanesulfinyl-phenyl)-vinyl]-oxazole), [Cl-].[NH4+] (ammonium chloride), ice, C(C)(C)(C)OC(NC1=CC=C(C=C1)CCCCN1N=NC=C1)=O ([4-(4-[1,2,3]triazol-1-yl-butyl)phenyl]-carbamic acid tert-butyl ester), [H-].[Na+] (sodium hydride). Solvent: CN(C=O)C (N,N-dimethylformamide). Conditions: time 30 minute. Yields the product C(C)(C)(C)OC(N(CC=1N=C(OC1)\C=C\C1=CC=C(C=C1)S(=O)C(F)(F)F)C1=CC=C(C=C1)CCCCN1N=NC=C1)=O ([4-(4-[1,2,3]triazol-1-yl-butyl)phenyl]-{2-[(E)-2-(−4-trifluoromethanesulfinyl-phenyl)-vinyl]-oxazol-4-ylmethyl}-carbamic acid tert-butyl ester). Isolated yield 28.4%. As a reaction SMILES: [C:1]([O:5][C:6](=[O:23])[NH:7][C:8]1[CH:13]=[CH:12][C:11]([CH2:14][CH2:15][CH2:16][CH2:17][N:18]2[CH:22]=[CH:21][N:20]=[N:19]2)=[CH:10][CH:9]=1)([CH3:4])([CH3:3])[CH3:2].[H-].[Na+].Cl[CH2:27][C:28]1[N:29]=[C:30]([CH:33]=[CH:34][C:35]2[CH:40]=[CH:39][C:38]([S:41]([C:43]([F:46])([F:45])[F:44])=[O:42])=[CH:37][CH:36]=2)[O:31][CH:32]=1.[Cl-].[NH4+]>CN(C)C=O>[C:1]([O:5][C:6](=[O:23])[N:7]([C:8]1[CH:13]=[CH:12][C:11]([CH2:14][CH2:15][CH2:16][CH2:17][N:18]2[CH:22]=[CH:21][N:20]=[N:19]2)=[CH:10][CH:9]=1)[CH2:27][C:28]1[N:29]=[C:30](/[CH:33]=[CH:34]/[C:35]2[CH:36]=[CH:37][C:38]([S:41]([C:43]([F:46])([F:44])[F:45])=[O:42])=[CH:39][CH:40]=2)[O:31][CH:32]=1)([CH3:4])([CH3:2])[CH3:3] |f:1.2,4.5|. Reported procedure: To an ice-cold solution of [4-(4-[1,2,3]triazol-1-yl-butyl)phenyl]-carbamic acid tert-butyl ester (188 mg, 0.6 mmol) in N,N-dimethylformamide (5 ml) was added sodium hydride (16.5 mg, 0.65 mmol) and the mixture stirred for 30 min. After addition of 4-chloromethyl-2-[2-(4-trifluoromethanesulfinyl-phenyl)-vinyl]-oxazole (200 mg, 0.6 mmol), the mixture was stirred at room temperature over night, then mixed with 40 ml ammonium chloride solution, thoroughly extracted with ethyl acetate and the extrac... The reactants are FC([C@@H](C)O)(F)F ((R)-1,1,1-trifluoropropan-2-ol), BrCC1=CC(=CC=C1)Cl (1-bromomethyl-3-chlorobenzene), O (water), [H-].[Na+] (sodium hydride). Solvent: CN(C=O)C (N,N-dimethylformamide), CN(C=O)C (N,N-dimethylformamide), CN(C=O)C (N,N-dimethylformamide). Run at temperature 0 celsius, time 15 minute. Yields the product ClC1=CC(=CC=C1)CO[C@@H](C(F)(F)F)C (1-Chloro-3-((R)-2,2,2-trifluoro-1-methylethoxymethyl)benzene). The yield is 85.0%. RXN SMILES: [H-].[Na+].[F:3][C:4]([F:9])([F:8])[C@H:5]([OH:7])[CH3:6].Br[CH2:11][C:12]1[CH:17]=[CH:16][CH:15]=[C:14]([Cl:18])[CH:13]=1.O>CN(C)C=O>[Cl:18][C:14]1[CH:15]=[CH:16][CH:17]=[C:12]([CH2:11][O:7][C@H:5]([CH3:6])[C:4]([F:9])([F:8])[F:3])[CH:13]=1 |f:0.1|. Procedure: Under argon atmosphere, a suspension of sodium hydride (77 mg, 60 wt % oil dispersion) in N,N-dimethylformamide (2.0 ml) was cooled to 0° C., a solution of (R)-1,1,1-trifluoropropan-2-ol (213 mg) in N,N-dimethylformamide (2.0 ml) was added thereto, and the mixture was stirred for 15 minutes. Then, a solution of 1-bromomethyl-3-chlorobenzene (311 mg) in N,N-dimethylformamide (2.0 ml) was added thereto, and then the mixture was stirred at room temperature for 2.5 hours. To this reaction mixture wa... The reactants are COC(=O)CCC(CCCCNS(=O)(=O)c1ccc(Cl)cc1)CCOc1cccnc1, [Na+], C1COCCO1, [OH-]. The product is O=C(O)CCC(CCCCNS(=O)(=O)c1ccc(Cl)cc1)CCOc1cccnc1. Reaction SMILES: [Cl:1][c:2]1[cH:3][cH:4][c:5]([S:8](=[O:9])(=[O:10])[NH:11][CH2:12][CH2:13][CH2:14][CH2:15][CH:16]([CH2:17][CH2:18][C:19](=[O:20])[O:21][CH3:22])[CH2:23][CH2:24][O:25][c:26]2[cH:27][n:28][cH:29][cH:30][cH:31]2)[cH:6][cH:7]1.[Na+:33].[O:34]1[CH2:35][CH2:36][O:37][CH2:38][CH2:39]1.[OH-:32]>>[Cl:1][c:2]1[cH:3][cH:4][c:5]([S:8](=[O:9])(=[O:10])[NH:11][CH2:12][CH2:13][CH2:14][CH2:15][CH:16]([CH2:17][CH2:18][C:19](=[O:20])[OH:21])[CH2:23][CH2:24][O:25][c:26]2[cH:27][n:28][cH:29][cH:30][cH:31]2)[cH:6][cH:7]1. Starting materials: CO, Cc1ccc2c(N3CCN(C(=O)C=CC(C)(C)F)CC3)nc(-c3ccccc3O)nc2c1, [H][H]. The product is Cc1ccc2c(N3CCN(C(=O)CCC(C)(C)F)CC3)nc(-c3ccccc3O)nc2c1. Reaction SMILES: [CH3:35][OH:36].[F:1][C:2]([CH:3]=[CH:4][C:5](=[O:6])[N:7]1[CH2:8][CH2:9][N:10]([c:13]2[n:14][c:15](-[c:24]3[c:25]([OH:30])[cH:26][cH:27][cH:28][cH:29]3)[n:16][c:17]3[cH:18][c:19]([CH3:23])[cH:20][cH:21][c:22]23)[CH2:11][CH2:12]1)([CH3:31])[CH3:32].[H:33][H:34]>>[F:1][C:2]([CH2:3][CH2:4][C:5](=[O:6])[N:7]1[CH2:8][CH2:9][N:10]([c:13]2[n:14][c:15](-[c:24]3[c:25]([OH:30])[cH:26][cH:27][cH:28][cH:29]3)[n:16][c:17]3[cH:18][c:19]([CH3:23])[cH:20][cH:21][c:22]23)[CH2:11][CH2:12]1)([CH3:31])[CH3:32].